Dataset: the Open Reaction Database (ORD), a public repository of structured organic reaction records. Task: describe an organic reaction: reactants, conditions, products, and yield Starting materials: N1C(=O)NC(=O)C(C)=C1 (thymine), BrC=1C=C(C=CC1)B(O)O (3-bromophenylboronic acid), tetramethylethyldiamine, CO (methanol). The reagents and catalysts are O.C(C)(=O)[O-].[Cu+2].C(C)(=O)[O-] (copper(II) acetate monohydrate). Run in O (H2O). Reaction conditions: time 48 hour. Product: BrC=1C=C(C=CC1)N1C(NC(C(=C1)C)=O)=O (1-(3-bromophenyl)-5-methylpyrimidine-2,4(1H,3H)-dione). Reaction SMILES: [NH:1]1[CH:9]=[C:7]([CH3:8])[C:5](=[O:6])[NH:4][C:2]1=[O:3].[Br:10][C:11]1[CH:12]=[C:13](B(O)O)[CH:14]=[CH:15][CH:16]=1.CO>O.C([O-])(=O)C.[Cu+2].C([O-])(=O)C.O>[Br:10][C:11]1[CH:16]=[C:15]([N:1]2[CH:9]=[C:7]([CH3:8])[C:5](=[O:6])[NH:4][C:2]2=[O:3])[CH:14]=[CH:13][CH:12]=1 |f:3.4.5.6|. Procedure details: A 500 mL round bottom flask was charged with thymine (0.314 g, 2.49 mmol), 3-bromophenylboronic acid (1.00 g, 4.98 mmol), tetramethylethyldiamine (0.75 mL, 4.98 mmol), copper(II) acetate monohydrate (0.497 g, 2.49 mmol), methanol (200 mL), and H2O (50 mL). The blue reaction mixture was stirred for 48 h, concentrated and purified by CombiFlash (0 to 8% MeOH/CH2Cl2) to give desired product. LCMS-ESI+: calc'd for C11H9BrN2O2: 281.0 (M+H+); Found: 281.1 (M+H+). The reactants are C=COC(=O)N1CC2C(=O)C(OC(C)=O)CC(c3ccccc3)(c3ccccc3)C2C1, Cl, C1COCCO1. The product is CC(=O)OC1CC(c2ccccc2)(c2ccccc2)C2CNCC2C1=O, Cl. As a reaction SMILES: [C:2]([CH3:3])(=[O:4])[O:5][CH:6]1[C:7](=[O:32])[CH:8]2[CH2:9][N:10]([C:27]([O:28][CH:29]=[CH2:30])=[O:31])[CH2:11][CH:12]2[C:13]([c:15]2[cH:16][cH:17][cH:18][cH:19][cH:20]2)([c:21]2[cH:22][cH:23][cH:24][cH:25][cH:26]2)[CH2:14]1.[ClH:1].[O:33]1[CH2:34][CH2:35][O:36][CH2:37][CH2:38]1>>[C:2]([CH3:3])(=[O:4])[O:5][CH:6]1[C:7](=[O:32])[CH:8]2[CH2:9][NH:10][CH2:11][CH:12]2[C:13]([c:15]2[cH:16][cH:17][cH:18][cH:19][cH:20]2)([c:21]2[cH:22][cH:23][cH:24][cH:25][cH:26]2)[CH2:14]1.[ClH:1]. The reactants are ClC1=CC(=C(C=C1)[N+](=O)[O-])F (4-Chloro-2-fluoronitrobenzene), O (water), C(C)(=O)OCC (ethyl acetate), NC1CCN(CC1)C(=O)OC(C)(C)C (1,1-dimethylethyl 4-amino-1-piperidinecarboxylate). Run in CN(C=O)C (dimethylformamide), C(C)(C)N(CC)C(C)C (diisopropylethylamine). Conditions: temperature 80 celsius, time 1 hour. Yields the product ClC=1C=CC(=C(C1)NC1CCN(CC1)C(=O)OC(C)(C)C)[N+](=O)[O-] (1,1-Dimethylethyl 4-[(5-chloro-2-nitrophenyl)amino]-piperidinecarboxylate). RXN SMILES: [Cl:1][C:2]1[CH:7]=[CH:6][C:5]([N+:8]([O-:10])=[O:9])=[C:4](F)[CH:3]=1.[NH2:12][CH:13]1[CH2:18][CH2:17][N:16]([C:19]([O:21][C:22]([CH3:25])([CH3:24])[CH3:23])=[O:20])[CH2:15][CH2:14]1.O.C(OCC)(=O)C>CN(C)C=O.C(N(C(C)C)CC)(C)C>[Cl:1][C:2]1[CH:7]=[CH:6][C:5]([N+:8]([O-:10])=[O:9])=[C:4]([NH:12][CH:13]2[CH2:14][CH2:15][N:16]([C:19]([O:21][C:22]([CH3:25])([CH3:24])[CH3:23])=[O:20])[CH2:17][CH2:18]2)[CH:3]=1. Procedure: 4-Chloro-2-fluoronitrobenzene (3.5 g) was dissolved in dry dimethylformamide (25 mL) and diisopropylethylamine (3.6 mL), and 1,1-dimethylethyl 4-amino-1-piperidinecarboxylate (4.2 g) were added at room temperature. The mixture was stirred at 80° C. for 1 h, then cooled to room temperature and water and ethyl acetate added. The organic layer was dried over MgSO4, filtered and evaporated, and the residue was purified by chromatography eluting with 10 to 25% ethyl acetate in hexane to afford the ti... Run in C(C)O.O (ethanol H2O). RXN SMILES: [Cl:1][C:2]1[C:6]([C:7]#[N:8])=[C:5]([C:9]2[CH:14]=[CH:13][C:12]([O:15][CH3:16])=[CH:11][CH:10]=2)[S:4][N:3]=1.[OH-:17].[Na+].OO>C(O)C.O>[Cl:1][C:2]1[C:6]([C:7]([NH2:8])=[O:17])=[C:5]([C:9]2[CH:14]=[CH:13][C:12]([O:15][CH3:16])=[CH:11][CH:10]=2)[S:4][N:3]=1 |f:1.2,4.5|. The product is ClC1=NSC(=C1C(=O)N)C1=CC=C(C=C1)OC (3-chloro-5-(4-methoxyphenyl)-1,2-thiazole-4-carboxamide). Reported procedure: Into a 100-mL round-bottom flask, was placed a solution of 3-chloro-5-(4-methoxyphenyl)-1,2-thiazole-4-carbonitrile (3.4 g, 13.56 mmol, 1.00 equiv) in ethanol/H2O (20/10 mL), sodium hydroxide (1 g, 25.00 mmol, 1.84 equiv), H2O2 (10 g). The resulting solution was stirred overnight at 25° C. The resulting mixture was concentrated under vacuum. The reaction was then quenched by the addition of 50 mL of water. The resulting solution was extracted with 3×80 mL of ethyl acetate and the organic layers ... Run at temperature 25 celsius, time 8 hour. The reactants are ClC1=NSC(=C1C#N)C1=CC=C(C=C1)OC (3-chloro-5-(4-methoxyphenyl)-1,2-thiazole-4-carbonitrile), [OH-].[Na+] (sodium hydroxide), OO (H2O2).